This data is from the Open Reaction Database (ORD), a public repository of structured organic reaction records. The task is: describe an organic reaction: reactants, conditions, products, and yield Starting materials: CN, O=C(O)c1ccc(F)c([N+](=O)[O-])c1, CN(C)C=O, O. The product is CNc1ccc(C(=O)O)cc1[N+](=O)[O-]. Reaction SMILES: [CH3:1][NH2:2].[F:4][c:5]1[c:6]([N+:14](=[O:15])[O-:16])[cH:7][c:8]([C:9](=[O:10])[OH:11])[cH:12][cH:13]1.[O:17]=[CH:18][N:19]([CH3:20])[CH3:21].[OH2:3]>>[CH3:1][NH:2][c:5]1[c:6]([N+:14](=[O:15])[O-:16])[cH:7][c:8]([C:9](=[O:10])[OH:11])[cH:12][cH:13]1. The reactants are ON=C(C1=NC=CC=C1)Cl (N-Hydroxy-2-pyridinecarboximidoyl chloride), C1(CC1)N1C=C(C(C2=CC(=C(C(=C12)OC)N1CC=CC1)F)=O)C(=O)O (1-Cyclopropyl-7-(2,5-dihydro-pyrrol-1-yl)-6-fluoro-8-methoxy-4-oxo-1,4-dihydro-quinoline-3-carboxylic acid), C([O-])(O)=O.[Na+] (sodium bicarbonate). Run in C(C)(=O)OCC (ethyl acetate). Yields the product N1=C(C=CC=C1)C1=NO[C@@H]2[C@H]1CN(C2)C2=C(C=C1C(C(=CN(C1=C2OC)C2CC2)C(=O)O)=O)F (7-[cis-3-(2-pyridyl)-3a,4,6,6a-tetrahydropyrrolo[3,4-d]isoxazol-5-yl]-1-cyclopropyl-8-methoxy-6-fluoro-4-oxo-1,4-dihydroquinoline-3-carboxylic acid). Reaction SMILES: [OH:1][N:2]=[C:3](Cl)[C:4]1[CH:9]=[CH:8][CH:7]=[CH:6][N:5]=1.[CH:11]1([N:14]2[C:23]3[C:18](=[CH:19][C:20]([F:31])=[C:21]([N:26]4[CH2:30][CH:29]=[CH:28][CH2:27]4)[C:22]=3[O:24][CH3:25])[C:17](=[O:32])[C:16]([C:33]([OH:35])=[O:34])=[CH:15]2)[CH2:13][CH2:12]1.C(=O)(O)[O-].[Na+]>C(OCC)(=O)C>[N:5]1[CH:6]=[CH:7][CH:8]=[CH:9][C:4]=1[C:3]1[C@@H:28]2[CH2:27][N:26]([C:21]3[C:22]([O:24][CH3:25])=[C:23]4[C:18]([C:17](=[O:32])[C:16]([C:33]([OH:35])=[O:34])=[CH:15][N:14]4[CH:11]4[CH2:12][CH2:13]4)=[CH:19][C:20]=3[F:31])[CH2:30][C@@H:29]2[O:1][N:2]=1 |f:2.3|. Procedure details: Chloro oxime 2e (70 mg; 0.44 mmol), olefin 119 (100 mg; 0.29 mmol) and sodium bicarbonate (50 mg) in ethyl acetate (10 mL) were heated at reflux temperature overnight. The solid was filtered and the filtrate evaporated. The residue was triturated with methanol to yield acid 122. Reactants: O1CCOCC1 (dioxane), ClC(=O)OCC(C)C (isobutyl chloroformate), NCC(=O)O (glycine). The solvent is [OH-].[Na+] (NaOH). Conditions: time 8 hour. Product: C(C(C)C)OC(=O)NCC(=O)O (N-isobutyloxycarbonyl-glycine). As a reaction SMILES: O1CCOCC1.Cl[C:8]([O:10][CH2:11][CH:12]([CH3:14])[CH3:13])=[O:9].[NH2:15][CH2:16][C:17]([OH:19])=[O:18]>[OH-].[Na+]>[CH2:11]([O:10][C:8]([NH:15][CH2:16][C:17]([OH:19])=[O:18])=[O:9])[CH:12]([CH3:14])[CH3:13] |f:3.4|. Reported procedure: 4.3 ml of dioxane and 872 μl (6.66 mmol) of isobutyl chloroformate are added to a solution of 500 mg (6.66 mmol) of glycine in 14 ml of 2N NaOH solution. The mixture is stirred overnight at RT and then extracted with methylene chloride. The aqueous phase is acidified with 4N HCl solution and extracted twice with methylene chloride. Drying (Na2SO4) and concentration of the extracts by evaporation yield N-isobutyloxycarbonyl-glycine; FAB-MS: (M+H)+=176; 1H-NMR (CDCl3) 8.0 (sb), 6.93 and 5.21 (2m, ... Reactants: FC1=CC(=C(N)C=C1F)[N+](=O)[O-] (4,5-difluoro-2-nitroaniline), BrBr (bromine), ice water. Run in C(C)(=O)O (acetic acid). Reaction conditions: time 2.5 hour. Yields the product BrC1=C(N)C(=CC(=C1F)F)[N+](=O)[O-] (2-Bromo-3,4-difluoro-6-nitroaniline). The yield is 87.4%. As a reaction SMILES: [F:1][C:2]1[C:8]([F:9])=[CH:7][C:5]([NH2:6])=[C:4]([N+:10]([O-:12])=[O:11])[CH:3]=1.[Br:13]Br>C(O)(=O)C>[Br:13][C:7]1[C:8]([F:9])=[C:2]([F:1])[CH:3]=[C:4]([N+:10]([O-:12])=[O:11])[C:5]=1[NH2:6]. Reported procedure: Into a solution of 4,5-difluoro-2-nitroaniline (3.7 g) in acetic acid (27 ml) was added bromine (6.8 g) dropwise at 50° to 56° C. and stirred for 2.5 hours. The reaction mixture was poured into ice water (60 ml) and the resulting precipitate was collected by filtration and washed with water sufficiently to give the title compound (4.7 g) as yellow prisms, mp 105° C. The reactants are C(C)(C)(C)OC(=O)NC1CCCCCC=CC2CC2(NC(C2CC(CN2C1=O)OC1=CC=NC2=CC=CC=C12)=O)C(=O)O (14-tert-butoxycarbonylamino-2,15-dioxo-18-(quinolin-4-yloxy)-3,16-diaza tricyclo[14.3.0.04,6]nonadec-7-ene-4-carboxylic acid), CS(=O)(=O)N (methanesulfonamide), product, Example 30. Yields the product C(C)(C)(C)OC(N[C@H]1CCCCC\C=C/[C@@H]2C[C@]2(NC([C@@H]2C[C@H](CN2C1=O)OC1=CC=NC2=CC=CC=C12)=O)C(=O)NS(=O)(=O)C)=O ((1S,4R,6S,14S,18R)-7-cis-[4-methanesulfonylaminocarbonyl-2,15-dioxo-18-(quinolin-4-yloxy)-3,16-diazatricyclo[14.3.0.04,6]-nonadec-7-en-14-yl]-carbamic acid tert-butyl ester). Isolated yield 20.0%. As a reaction SMILES: [C:1]([O:5][C:6]([NH:8][CH:9]1[C:27](=[O:28])[N:26]2[CH:22]([CH2:23][CH:24]([O:29][C:30]3[C:39]4[C:34](=[CH:35][CH:36]=[CH:37][CH:38]=4)[N:33]=[CH:32][CH:31]=3)[CH2:25]2)[C:21](=[O:40])[NH:20][C:19]2([C:41](O)=[O:42])[CH:17]([CH2:18]2)[CH:16]=[CH:15][CH2:14][CH2:13][CH2:12][CH2:11][CH2:10]1)=[O:7])([CH3:4])([CH3:3])[CH3:2].[CH3:44][S:45]([NH2:48])(=[O:47])=[O:46]>>[C:1]([O:5][C:6](=[O:7])[NH:8][C@@H:9]1[C:27](=[O:28])[N:26]2[C@@H:22]([CH2:23][C@@H:24]([O:29][C:30]3[C:39]4[C:34](=[CH:35][CH:36]=[CH:37][CH:38]=4)[N:33]=[CH:32][CH:31]=3)[CH2:25]2)[C:21](=[O:40])[NH:20][C@@:19]2([C:41]([NH:48][S:45]([CH3:44])(=[O:47])=[O:46])=[O:42])[C@@H:17]([CH2:18]2)[CH:16]=[CH:15][CH2:14][CH2:13][CH2:12][CH2:11][CH2:10]1)([CH3:2])([CH3:4])[CH3:3]. Procedure: (1S,4R,6S,14S,18R)-7-cis-[14-tert-butoxycarbonylamino-2,15-dioxo-18-(quinolin-4-yloxy)-3,16-diaza tricyclo[14.3.0.04,6]nonadec-7-ene-4-carboxylic acid, the product of Step F in Example 30 (50 mg, 0.075 mmol) was reacted in analogous fashion with methanesulfonamide (12 mg, 0.12 mmol) as described in the preceding procedure above to give 10 mg (20%) of (1S,4R,6S,14S,18R)-7-cis-[4-methanesulfonylaminocarbonyl-2,15-dioxo-18-(quinolin-4-yloxy)-3,16-diazatricyclo[14.3.0.04,6]-nonadec-7-en-14-yl]-carba... Starting materials: Cc1cc2c3c(cc(C)c2[nH]c1=O)CC(C)(CBr)O3, CN(C)C=O, [N-]=[N+]=[N-], [Na+]. Product: Cc1cc2c3c(cc(C)c2[nH]c1=O)CC(C)(CN=[N+]=[N-])O3. RXN SMILES: [Br:1][CH2:2][C:3]1([CH3:19])[CH2:4][c:5]2[c:6]([c:7]3[cH:8][c:9]([CH3:17])[c:10](=[O:16])[nH:11][c:12]3[c:13]([CH3:15])[cH:14]2)[O:18]1.[CH3:24][N:25]([CH3:26])[CH:27]=[O:28].[N-:21]=[N+:22]=[N-:23].[Na+:20]>>[CH2:2]([C:3]1([CH3:19])[CH2:4][c:5]2[c:6]([c:7]3[cH:8][c:9]([CH3:17])[c:10](=[O:16])[nH:11][c:12]3[c:13]([CH3:15])[cH:14]2)[O:18]1)[N:21]=[N+:22]=[N-:23]. Starting materials: C(=O)(C(=O)OCC)NC1C(C2=CC=CC=C2C1)=O (2-ethoxalylamino-1-indanone), C(C)(=O)[O-].[NH4+] (ammonium acetate). Run in C(C)(=O)O (acetic acid). Reaction conditions: temperature 20 celsius. Product: N1C=2C(NC(C1=O)=O)=C1CC=CC=C1C2 (1,4-dihydro-5H-indeno[1,2-b]pyrazine-2,3-dione). Yield: 76.1%. RXN SMILES: [C:1]([NH:8][CH:9]1[CH2:17][C:16]2[C:11](=[CH:12][CH:13]=[CH:14][CH:15]=2)[C:10]1=O)([C:3](OCC)=[O:4])=[O:2].C([O-])(=O)C.[NH4+:23]>C(O)(=O)C>[NH:8]1[C:1](=[O:2])[C:3](=[O:4])[NH:23][C:10]2=[C:11]3[C:16]([CH:17]=[C:9]12)=[CH:15][CH:14]=[CH:13][CH2:12]3 |f:1.2|. Reported procedure: 1.25 g of 2-ethoxalylamino-1-indanone are added rapidly to a solution of 12.5 g of ammonium acetate in 50 ml of acetic acid brought to reflux under nitrogen. After 18 hours of reflux, the reaction medium is cooled to a temperature in the region of 20° C. The precipitate formed is filtered off, washed copiously with water and dried under a partial vacuum (1 mm Hg; 0.13 kPa) at 50° C. 0.77 g of 1,4-dihydro-5H-indeno[1,2-b]pyrazine-2,3-dione are thereby obtained in the form of a green powder, the m...